From a dataset of the Open Reaction Database (ORD), a public repository of structured organic reaction records. describe an organic reaction: reactants, conditions, products, and yield Reactants: C(C)(=O)OC(C)=O (acetic anhydride), CC1=C(C=C2CCNC2=C1C)O (2,3-dihydro-6,7-dimethyl-1H-indole-5-ol). The solvent is C(=O)O (formic acid). Run at time 40 minute. Yields the product OC=1C=C2CCN(C2=C(C1C)C)C=O (2,3-Dihydro-5-hydroxy-6,7-dimethyl-1H-indole-1-carbaldehyde). Yield: 95.9%. As a reaction SMILES: [C:1](OC(=O)C)(=[O:3])C.[CH3:8][C:9]1[C:17]([CH3:18])=[C:16]2[C:12]([CH2:13][CH2:14][NH:15]2)=[CH:11][C:10]=1[OH:19]>C(O)=O>[OH:19][C:10]1[CH:11]=[C:12]2[C:16](=[C:17]([CH3:18])[C:9]=1[CH3:8])[N:15]([CH:1]=[O:3])[CH2:14][CH2:13]2. Procedure: To formic acid (100 mL) was added acetic anhydride (23 mL, 0.24 mol) under ice-cooling, and the mixture was stirred at room temperature for 40 minutes. To this solution was added 2,3-dihydro-6,7-dimethyl-1H-indole-5-ol (20.0 g, 0.12 mol) under ice-cooling, and the mixture was stirred at room temperature for 75 minutes. The reaction mixture was concentrated under reduced pressure, and dissolved in the mixture of chloroform-methanol. To this was added an aqueous solution of sodium bicarbonate solu... Reactants: C1=C(OC=C(C1=O)O)CCl (Chlorokojic acid), CSC1=NC=NC=C1 (4-methylthiopyrimidine). Yields the product Cl.[Cl-].OC=1C(C=C(OC1)[N+]1=CN=C(C=C1)SC)=O (1-(5-hydroxypyran-4-on-2-yl)-4-methylthiopyrimidinium chloride hydrochloride salt). Reaction SMILES: [CH:1]1[C:6](=[O:7])[C:5]([OH:8])=[CH:4][O:3][C:2]=1C[Cl:10].[CH3:11][S:12][C:13]1[CH:18]=[CH:17][N:16]=[CH:15][N:14]=1>>[ClH:10].[Cl-:10].[OH:8][C:5]1[C:6](=[O:7])[CH:1]=[C:2]([N+:16]2[CH:17]=[CH:18][C:13]([S:12][CH3:11])=[N:14][CH:15]=2)[O:3][CH:4]=1 |f:2.3.4|. Procedure: Chlorokojic acid (5 mmol) and 4-methylthiopyrimidine (5 mmol) were stirred at 170° C. for 10 minutes. The mixture melted, turned black, resolidified and was triturated with acetone to give as a crude solid, 1-(5-hydroxypyran-4-on-2-yl)-4-methylthiopyrimidinium chloride hydrochloride salt; (DMSO-d6)/130° C., 2.80(s,3H); 5.79(s,2H); 6.65(s,1H); 8.08(s,1H); 8.15(q,1H); 9.05(q,1H); 9.65(s,1H). Starting materials: O (water), C1CC(=O)N(C1=O)Br (NBS), CC(C)(C#N)N=NC(C)(C)C#N (AIBN), ClC1=C(C=CC(=C1)Br)C (2-chloro-4-bromotoluene). Run in C(Cl)(Cl)(Cl)Cl (CCl4). The product is BrC1=CC(=C(C=C1)CBr)Cl (4-Bromo-1-bromomethyl-2-chlorobenzene). The yield is 55.3%. RXN SMILES: [Cl:1][C:2]1[CH:7]=[C:6]([Br:8])[CH:5]=[CH:4][C:3]=1[CH3:9].C1C(=O)N([Br:17])C(=O)C1.CC(N=NC(C#N)(C)C)(C#N)C.O>C(Cl)(Cl)(Cl)Cl>[Br:8][C:6]1[CH:5]=[CH:4][C:3]([CH2:9][Br:17])=[C:2]([Cl:1])[CH:7]=1. Procedure details: 5.0 g of 2-chloro-4-bromotoluene are dissolved in 120 ml of CCl4. 4.3 g of NBS and 1.6 g of AIBN are added. The mixture is heated at reflux for 15 hours, water is added, the two phases are separated and then extraction is carried out with CH2Cl2. Purification is carried out by chromatography on a silica column eluted with petroleum ether. 3.8 g of liquid are obtained. Reactants: C(CC)N1C(CCCC1)C(COC)O (1-propyl-2-(α-hydroxy-β-methoxyethyl)piperidine), C(Cl)(Cl)Cl (chloroform), S(=O)(Cl)Cl (thionyl chloride). The solvent is ClCl (chlorine). The product is C(CC)N1C(CCCC1)C(COC)Cl (1-propyl-2-(α-chloro-β-methoxyethyl)piperidine). As a reaction SMILES: [CH2:1]([N:4]1[CH2:9][CH2:8][CH2:7][CH2:6][CH:5]1[CH:10](O)[CH2:11][O:12][CH3:13])[CH2:2][CH3:3].C(Cl)(Cl)[Cl:16].S(Cl)(Cl)=O>ClCl>[CH2:1]([N:4]1[CH2:9][CH2:8][CH2:7][CH2:6][CH:5]1[CH:10]([Cl:16])[CH2:11][O:12][CH3:13])[CH2:2][CH3:3]. Procedure details: In a first stage, 32 g (0.16 mol) of 1-propyl-2-(α-hydroxy-β-methoxyethyl)piperidine were introduced into a reactor containing 320 ml of anhydrous chloroform, the mixture was brought to 50° C. and 32 ml of thionyl chloride in 32 ml of chlorine were added dropwise, and the mixture was then heated under reflux for 10 h 30 min. After separation and distillation, 24.25 g of 1-propyl-2-(α-chloro-β-methoxyethyl)piperidine were obtained, of boiling point B.p.0.5 95° C. Product: N(N)C1=NC=CC=C1I (2-Hydrazino-3-iodopyridine). Reactants: O.NN (Hydrazine hydrate), FC1=NC=CC=C1I (2-fluoro-3-iodopyridine). Reaction conditions: time 24 hour. Reported procedure: Hydrazine hydrate (12.50 mL, 256 mmol) was added dropwise to a solution of 2-fluoro-3-iodopyridine (preparation 26a, 5.72 g, 25.7 mmol) in ethanol (43 mL) and the resulting mixture was stirred at room temperature for 24 hours and then at 35° C. for a further 24 hours. The solvent was then evaporated in vacuo and water was added. The white solid that formed was filtered, washed with water and dried to yield the title compound (2.78 g, 46%) as a white solid which was used without further purificat... Run in C(C)O (ethanol). Yield: 46.0%. Reaction SMILES: O.[NH2:2][NH2:3].F[C:5]1[C:10]([I:11])=[CH:9][CH:8]=[CH:7][N:6]=1>C(O)C>[NH:2]([C:5]1[C:10]([I:11])=[CH:9][CH:8]=[CH:7][N:6]=1)[NH2:3] |f:0.1|. Conditions: time 3 hour. Starting materials: C(=O)(OC)C1OC2=C(C(=CC=C2CC1)OCCCCCOC1=C(C(=C(C=C1)C(C)=O)O)CCC)CCC (2-carbomethoxy-7-[5-(2-n-propyl-3-hydroxy-4-acetylphenoxy)pentoxy]-8-n-propylchroman), [Li+].[OH-] (LiOH). Yields the product C(CC)C1=C(OCCCCCOC2=CC=C3CCC(OC3=C2CCC)C(=O)O)C=CC(=C1O)C(C)=O (7-[5-(2-n-propyl-3-hydroxy-4-acetylphenoxy)pentoxy]-8-n-propylchroman-2-carboxylic acid). The solvent is CO (methyl alcohol). The yield is 79.0%. RXN SMILES: [C:1]([CH:5]1[CH2:14][CH2:13][C:12]2[C:7](=[C:8]([CH2:35][CH2:36][CH3:37])[C:9]([O:15][CH2:16][CH2:17][CH2:18][CH2:19][CH2:20][O:21][C:22]3[CH:27]=[CH:26][C:25]([C:28](=[O:30])[CH3:29])=[C:24]([OH:31])[C:23]=3[CH2:32][CH2:33][CH3:34])=[CH:10][CH:11]=2)[O:6]1)([O:3]C)=[O:2].[Li+].[OH-]>CO>[CH2:32]([C:23]1[C:24]([OH:31])=[C:25]([C:28](=[O:30])[CH3:29])[CH:26]=[CH:27][C:22]=1[O:21][CH2:20][CH2:19][CH2:18][CH2:17][CH2:16][O:15][C:9]1[C:8]([CH2:35][CH2:36][CH3:37])=[C:7]2[C:12]([CH2:13][CH2:14][CH:5]([C:1]([OH:3])=[O:2])[O:6]2)=[CH:11][CH:10]=1)[CH2:33][CH3:34] |f:1.2|. Reported procedure: 5 g (9.8 mmole) of the methyl ester from Example 6 was placed in a 250 ml round bottom flask and warmed in 100 ml of methyl alcohol to effect dissolution. After cooling to room temperature, 7.5 ml of 2M LiOH was added and the reaction mixture stirred for 3 hours. Solvent was stripped on the rotary evaporator and water added. The solution was acidified to pH 2 with hydrochloric acid, and the resultant gummy mass was extracted with ethyl acetate-ether, washed once with water then with brine, and d... Reactants: CCOCC, O=C(Cl)CCl, NCC(=O)O, [Na+], [OH-]. Yields the product O=C(O)CNC(=O)CCl. As a reaction SMILES: [CH3:13][CH2:14][O:15][CH2:16][CH3:17].[Cl:8][CH2:9][C:10](=[O:11])[Cl:12].[NH2:1][CH2:2][C:3]([OH:4])=[O:5].[Na+:7].[OH-:6]>>[NH:1]([CH2:2][C:3]([OH:4])=[O:5])[C:10]([CH2:9][Cl:8])=[O:11]. Starting materials: C1C(CC2=CC=CC=C12)=O (indan-2-one), C1=C(C=CC2=CC=CC=C12)N1[C@H]2C\C=C/C[C@@H](C1)NC2 (Z-(1S,6S)-7-naphthalen-2-yl-7,9-diaza-bicyclo[4.2.2]dec-3-ene), C(C)(=O)O[BH-](OC(C)=O)OC(C)=O.[Na+] (sodium triacetoxyborohydride), [OH-].[Na+] (NaOH). Run in C(C)(=O)O (acetic acid), ClCCCl (DCE), C(C)(=O)OCC (ethyl acetate). Run at time 8 hour. Yields the product C1C(CC2=CC=CC=C12)N1C2CC=CCC(C1)N(C2)C2=CC1=CC=CC=C1C=C2 (7-Indan-2-yl-9-naphthalen-2-yl-7,9-diaza-bicyclo[4.2.2]dec-3-ene). As a reaction SMILES: [CH2:1]1[C:9]2[C:4](=[CH:5][CH:6]=[CH:7][CH:8]=2)[CH2:3][C:2]1=O.[CH:11]1[C:20]2[C:15](=[CH:16][CH:17]=[CH:18][CH:19]=2)[CH:14]=[CH:13][C:12]=1[N:21]1[CH2:28][C@H:27]2[NH:29][CH2:30][C@@H:22]1[CH2:23][CH:24]=[CH:25][CH2:26]2.C(O[BH-](OC(=O)C)OC(=O)C)(=O)C.[Na+].[OH-].[Na+]>C(OCC)(=O)C.C(O)(=O)C.ClCCCl>[CH2:1]1[C:9]2[C:4](=[CH:5][CH:6]=[CH:7][CH:8]=2)[CH2:3][CH:2]1[N:29]1[CH2:30][CH:22]2[N:21]([C:12]3[CH:13]=[CH:14][C:15]4[C:20](=[CH:19][CH:18]=[CH:17][CH:16]=4)[CH:11]=3)[CH2:28][CH:27]1[CH2:26][CH:25]=[CH:24][CH2:23]2 |f:2.3,4.5|. Procedure: A mixture of indan-2-one (45 mg, 0.34 mmol), Z-(1S,6S)-7-naphthalen-2-yl-7,9-diaza-bicyclo[4.2.2]dec-3-ene (50 mg, 0.19 mmol), sodium triacetoxyborohydride (45 mg, 0.212 mmol), DCE (20 mL), acetic acid (13 μL) was stirred at room temperature overnight. To the reaction mixture was then added 1N NaOH and ethyl acetate. The organic layer was separated, dried with magnesium sulfate, filtered and the solvent evaporated under reduced pressure to yield a crude solid that was purified with flash chromat...